From a dataset of the Open Reaction Database (ORD), a public repository of structured organic reaction records. describe an organic reaction: reactants, conditions, products, and yield Reactants: Cc1c(NC(c2nnc(-c3ccc(NC(=O)c4ccccc4)cc3)o2)C(C)O[Si](C)(C)C(C)(C)C)ccc(C#N)c1Cl, CCCC[N+](CCCC)(CCCC)CCCC, C1CCOC1, [F-]. The product is Cc1c(NC(c2nnc(-c3ccc(NC(=O)c4ccccc4)cc3)o2)C(C)O)ccc(C#N)c1Cl. Reaction SMILES: [C:1]([Si:2]([CH3:3])([CH3:4])[O:6][CH:7]([CH:8]([NH:9][c:10]1[c:11]([CH3:19])[c:12]([Cl:18])[c:13]([C:16]#[N:17])[cH:14][cH:15]1)[c:20]1[n:21][n:22][c:23](-[c:25]2[cH:26][cH:27][c:28]([NH:31][C:32]([c:33]3[cH:34][cH:35][cH:36][cH:37][cH:38]3)=[O:39])[cH:29][cH:30]2)[o:24]1)[CH3:40])([CH3:5])([CH3:41])[CH3:42].[CH2:44]([N+:45]([CH2:46][CH2:47][CH2:48][CH3:49])([CH2:50][CH2:51][CH2:52][CH3:53])[CH2:54][CH2:55][CH2:56][CH3:57])[CH2:58][CH2:59][CH3:60].[CH2:61]1[O:62][CH2:63][CH2:64][CH2:65]1.[F-:43]>>[OH:6][CH:7]([CH:8]([NH:9][c:10]1[c:11]([CH3:19])[c:12]([Cl:18])[c:13]([C:16]#[N:17])[cH:14][cH:15]1)[c:20]1[n:21][n:22][c:23](-[c:25]2[cH:26][cH:27][c:28]([NH:31][C:32]([c:33]3[cH:34][cH:35][cH:36][cH:37][cH:38]3)=[O:39])[cH:29][cH:30]2)[o:24]1)[CH3:40]. Starting materials: ice, [H-].[Na+] (Sodium hydride), C(C(=O)C)(=O)OC(C)C (isopropyl pyruvate), S(C(C(=O)OC(C)C)O)C(C(=O)OC(C)C)O (di-isopropyl 2,2'-thiodiglycolate), Cl (hydrochloric acid). The solvent is C(C)(C)O (isopropyl alcohol). Run at time 2 hour. The product is CC1=C(SC(=C1O)C(=O)OC(C)C)C(=O)OC(C)C (di-isopropyl 3-methyl-4-hydroxy-2,5-thiophene-dicarboxylate). The yield is 34.2%. RXN SMILES: [H-].[Na+].[C:3](OC(C)C)(=[O:7])[C:4]([CH3:6])=O.[S:12]([CH:21](O)[C:22]([O:24][CH:25]([CH3:27])[CH3:26])=[O:23])[CH:13](O)[C:14]([O:16][CH:17]([CH3:19])[CH3:18])=[O:15].Cl>C(O)(C)C>[CH3:6][C:4]1[C:3]([OH:7])=[C:21]([C:22]([O:24][CH:25]([CH3:27])[CH3:26])=[O:23])[S:12][C:13]=1[C:14]([O:16][CH:17]([CH3:19])[CH3:18])=[O:15] |f:0.1|. Procedure: Sodium hydride (132 g, 5.52 mol) was added gradually into isopropyl alcohol (2-3 l) with cooling. To the resulting solution was then added a mixture of isopropyl pyruvate (360 g, 2.76 mol) and di-isopropyl 2,2'-thiodiglycolate (648 g, 2.76 mol) over 20-30 minutes with ice-cooling so that the solution was kept at 60°-80° C. The solution was stirred further for 2 hours at a temperature of 60°-40° C. The solution was poured into an ice-cooled dilute hydrochloric acid solution to form a white crysta... Yield: 13.0%. Yields the product N1N=C(N=C1)C=1C=C2C(=NNC2=CC1)C=1C=C(C=CC1)C(=O)NC1=CC=CC=2CCCCC12 (3-(5-(1H-1,2,4-TRIAZOL-3-YL)(1H-INDAZOL-3-YL))PHENYL-N-(5,6,7,8-TETRAHYDRONAPHTHYL)CARBOXAMIDE). Starting materials: O1C(CCCC1)N1N=C(C2=CC(=CC=C12)C1=NN(C=N1)C(C1=CC=CC=C1)(C1=CC=CC=C1)C1=CC=CC=C1)C=1C=C(C(=O)OC)C=CC1 (methyl 3-{1-perhydro-2H-pyran-2-yl-5-[1-(triphenylmethyl)(1,2,4-triazol-3-yl)]-1H-indazol-3-yl}benzoate), Cl.C(C)N=C=NCCCN(C)C (1-ethyl-(3-dimethylaminopropyl)carbodiimide hydrochloride), C1(CCCC2=CC=CC=C12)N (1,2,3,4-tetrahydro-1-naphthylamine), [OH-].[Li+] (lithium hydroxide), ON1N=NC2=C1C=CC=C2 (1-hydroxybenzotriazole), Cl (hydrochloride). Reported procedure: The title compound was prepared as described in Example 381, using methyl 3-{1-perhydro-2H-pyran-2-yl-5-[1-(triphenylmethyl)(1,2,4-triazol-3-yl)]-1H-indazol-3-yl}benzoate (0.401 g, 0.621 mmol) and lithium hydroxide (0.048 g, 2.00 mmol) in tetrahydrofuran (2.5 mL) and water (1.5 mL); 1-hydroxybenzotriazole (0.252 g, 1.86 mmol), 1,2,3,4-tetrahydro-1-naphthylamine (0.288 mL, 1.96 mmol), 1-ethyl-(3-dimethylaminopropyl)carbodiimide hydrochloride (0.360 g, 1.88 mmol), and additional tetrahydrofuran (2... The solvent is O1CCCC1 (tetrahydrofuran), O (water), O1CCOCC1 (dioxane), O1CCCC1 (tetrahydrofuran). Reaction SMILES: O1CCCCC1[N:7]1[C:15]2[C:10](=[CH:11][C:12]([C:16]3[N:20]=[CH:19][N:18](C(C4C=CC=CC=4)(C4C=CC=CC=4)C4C=CC=CC=4)[N:17]=3)=[CH:13][CH:14]=2)[C:9]([C:40]2[CH:41]=[C:42]([CH:47]=[CH:48][CH:49]=2)[C:43](OC)=[O:44])=[N:8]1.[OH-].[Li+].ON1C2C=CC=CC=2N=N1.[CH:62]1([NH2:72])[C:71]2[C:66](=[CH:67][CH:68]=[CH:69][CH:70]=2)[CH2:65][CH2:64][CH2:63]1.Cl.C(N=C=NCCCN(C)C)C.Cl>O1CCCC1.O.O1CCOCC1>[NH:18]1[CH:19]=[N:20][C:16]([C:12]2[CH:11]=[C:10]3[C:15](=[CH:14][CH:13]=2)[NH:7][N:8]=[C:9]3[C:40]2[CH:41]=[C:42]([C:43]([NH:72][C:62]3[C:71]4[CH2:70][CH2:69][CH2:68][CH2:67][C:66]=4[CH:65]=[CH:64][CH:63]=3)=[O:44])[CH:47]=[CH:48][CH:49]=2)=[N:17]1 |f:1.2,5.6|. Reactants: N1=CC=C(C=C1)C1=NC2=CC=C(C=C2C1(C)C)C=1CCC(NN1)=O (2-(4-pyridyl)-3,3-dimethyl-5-(3-oxo-2,3,4,5-tetrahydro-6-pyridazinyl)-3H-indole). Reagents/catalysts: [O-2].[O-2].[Mn+4] (manganese dioxide). Run in O1CCOCC1 (dioxan). Product: N1=CC=C(C=C1)C1=NC2=CC=C(C=C2C1(C)C)C=1C=CC(NN1)=O (2-(4-Pyridyl)-3,3-dimethyl-5-(3-oxo-2,3-dihydro-6-pyridazinyl)-3H-indole). Reaction SMILES: [N:1]1[CH:6]=[CH:5][C:4]([C:7]2[C:15]([CH3:17])([CH3:16])[C:14]3[C:9](=[CH:10][CH:11]=[C:12]([C:18]4[CH2:19][CH2:20][C:21](=[O:24])[NH:22][N:23]=4)[CH:13]=3)[N:8]=2)=[CH:3][CH:2]=1>[O-2].[O-2].[Mn+4].O1CCOCC1>[N:1]1[CH:6]=[CH:5][C:4]([C:7]2[C:15]([CH3:16])([CH3:17])[C:14]3[C:9](=[CH:10][CH:11]=[C:12]([C:18]4[CH:19]=[CH:20][C:21](=[O:24])[NH:22][N:23]=4)[CH:13]=3)[N:8]=2)=[CH:3][CH:2]=1 |f:1.2.3|. Procedure: 1.75 g. (5.5 mMole) 2-(4-pyridyl)-3,3-dimethyl-5-(3-oxo-2,3,4,5-tetrahydro-6-pyridazinyl)-3H-indole (see Example 2 b)) was stirred with 25 g. manganese dioxide in 260 ml. dioxan for 20 hours at 90° C. The reaction mixture was subsequently filtered off with suction, the residue stirred up with methanol/methylene chloride and the combined filtrates evaporated to dryness. After crystallisation from methanol, there was obtained 1 g. (58% of theory) of the title compound; m.p. 305°-307° C. The reactants are C(C)(C)(C)[Si](Cl)(C)C (tert-butyldimethylchlorosilane), C(C)(=O)O[C@H]1[C@@H](C(N1)=O)NC(CC1=CC=CC=C1)=O ((3S,4S)-4-acetoxy-3-phenylacetamido-azetidin-2-one), N1=CC=CC=C1 (pyridine), P(=O)([O-])([O-])[O-] (phosphate). Reagents/catalysts: CN(C1=CC=NC=C1)C (4-dimethylamino pyridine). Solvent: ClCCl (dichloromethane), ClCCl (dichloromethane). Conditions: time 24 hour. Product: C(C)(=O)O[C@H]1[C@@H](C(N1[Si](C)(C)C(C)(C)C)=O)NC(CC1=CC=CC=C1)=O ((3S,4S)-4-acetoxy-3-phenylacetamido-1-tert-butyldimethylsilyl-azetidin-2-one). As a reaction SMILES: [C:1]([O:4][C@@H:5]1[NH:8][C:7](=[O:9])[C@H:6]1[NH:10][C:11](=[O:19])[CH2:12][C:13]1[CH:18]=[CH:17][CH:16]=[CH:15][CH:14]=1)(=[O:3])[CH3:2].N1C=CC=CC=1.[C:26]([Si:30]([CH3:33])([CH3:32])Cl)([CH3:29])([CH3:28])[CH3:27].P([O-])([O-])([O-])=O>ClCCl.CN(C)C1C=CN=CC=1>[C:1]([O:4][C@@H:5]1[N:8]([Si:30]([C:26]([CH3:29])([CH3:28])[CH3:27])([CH3:33])[CH3:32])[C:7](=[O:9])[C@H:6]1[NH:10][C:11](=[O:19])[CH2:12][C:13]1[CH:18]=[CH:17][CH:16]=[CH:15][CH:14]=1)(=[O:3])[CH3:2]. Procedure details: To a solution of 1.5 g of (3S,4S)-4-acetoxy-3-phenylacetamido-azetidin-2-one in 100 ml of dichloromethane, at room temperature and under inert atmosphere, 0.069 g (0.56 moles) of 4-dimethylamino pyridine and 0.5 ml of pyridine are added. To this mixture 0.907 g (6 mmoles) of tert-butyldimethylchlorosilane dissolved in 10 ml of anhydrous dichloromethane are slowly added. The mixture is let under stirring for about 24 hours, then a phosphate buffer at pH 7.5 is added. The organic phase is extracte... Reactants: O=C1C(CCCC1)(CC(=O)O)CCC (2-oxo-1-propylcyclohexaneacetic acid), COC(CCC1(C2(C(CCC2=O)=O)CCCC1)C)=O (6-methyl-1,4-dioxospiro[4.5]decane-6-propionic acid methyl ester), COC(CCC1(C2(C(CCC2=O)=O)CCCC1)CCC)=O (6-propyl-1,4-dioxospiro[4.5]decane-6-propionic acid methyl ester). The product is α,α-diphenyl-6-propyl-1,6-dioxaspiro[4.5]decane-6-propanol, C1(=CC=CC=C1)C(=CCC1(C(CCCC1)=O)CCC)C1=CC=CC=C1 (2-(3,3-diphenylallyl)-2-propylcyclohexanone). RXN SMILES: COC(=O)CC[C:6]1(C)[CH2:17][CH2:16][CH2:15][CH2:14][C:7]21C(=O)CCC2=O.CO[C:22](=O)[CH2:23][CH2:24][C:25]1(CCC)[CH2:36][CH2:35][CH2:34]CC21C(=O)CCC2=O.[O:41]=[C:42]1[CH2:47][CH2:46][CH2:45][CH2:44][C:43]1([CH2:52][CH2:53][CH3:54])[CH2:48][C:49](O)=O>>[C:35]1([C:34]([C:6]2[CH:17]=[CH:16][CH:15]=[CH:14][CH:7]=2)=[CH:49][CH2:48][C:43]2([CH2:52][CH2:53][CH3:54])[CH2:44][CH2:45][CH2:46][CH2:47][C:42]2=[O:41])[CH:22]=[CH:23][CH:24]=[CH:25][CH:36]=1. Procedure details: Again in the same manner but replacing 6-methyl-1,4-dioxospiro[4.5]decane-6-propionic acid methyl ester with an equivalent amount of 6-propyl-1,4-dioxospiro[4.5]decane-6-propionic acid methyl ester, described in Example 7, 2-oxo-1-propylcyclohexaneacetic acid, νmaxCHCl3 1775, 1710 cm-1, is obtained via the respective intermediates, α,α-diphenyl-6-propyl-1,6-dioxaspiro[4.5]decane-6-propanol, νmaxCHCl3 3620, 3480, 1175, 1130, 1110, 1062 cm-1 , and 2-(3,3-diphenylallyl)-2-propylcyclohexanone, nmr (... As a reaction SMILES: [CH3:1][O:2][C:3]([CH2:4][CH2:5][CH2:6][CH2:7][CH2:8][S:9][c:10]1[cH:11][cH:12][c:13]([N:16]([CH3:17])[CH3:18])[cH:14][cH:15]1)=[O:19].[CH3:26][OH:27].[CH3:29][CH2:30][O:31][C:32](=[O:33])[CH3:34].[I+3:20]([O-:21])([O-:22])([O-:23])[O-:24].[Na+:25].[OH2:28]>>[CH3:1][O:2][C:3]([CH2:4][CH2:5][CH2:6][CH2:7][CH2:8][S:9]([c:10]1[cH:11][cH:12][c:13]([N:16]([CH3:17])[CH3:18])[cH:14][cH:15]1)=[O:21])=[O:19]. Yields the product COC(=O)CCCCCS(=O)c1ccc(N(C)C)cc1. Reactants: COC(=O)CCCCCSc1ccc(N(C)C)cc1, CO, CCOC(C)=O, [O-][I+3]([O-])([O-])[O-], [Na+], O.